From a dataset of the Open Reaction Database (ORD), a public repository of structured organic reaction records. describe an organic reaction: reactants, conditions, products, and yield Starting materials: Brc1nccs1, CCCCO, [H-], [H][H], [Na+], CN(C)C=O. Yields the product CCCCOc1nccs1. RXN SMILES: [Br:10][c:11]1[s:12][cH:13][cH:14][n:15]1.[CH2:3]([CH2:4][CH2:5][CH3:6])[OH:7].[H-:2].[H:8][H:9].[Na+:1].[O:16]=[CH:17][N:18]([CH3:19])[CH3:20]>>[CH2:3]([CH2:4][CH2:5][CH3:6])[O:7][c:11]1[s:12][cH:13][cH:14][n:15]1. The reactants are CCCCc1ccc(C(=O)Cl)cc1, O, O=Cc1ccc(O)cc1, c1ccccc1, c1ccncc1. Product: CCCCc1ccc(C(=O)Oc2ccc(C=O)cc2)cc1. As a reaction SMILES: [CH2:1]([CH2:2][CH2:3][CH3:4])[c:5]1[cH:6][cH:7][c:8]([C:9](=[O:10])[Cl:11])[cH:12][cH:13]1.[OH2:35].[OH:14][c:15]1[cH:16][cH:17][c:18]([CH:19]=[O:20])[cH:21][cH:22]1.[cH:23]1[cH:24][cH:25][cH:26][cH:27][cH:28]1.[cH:29]1[cH:30][cH:31][n:32][cH:33][cH:34]1>>[CH2:1]([CH2:2][CH2:3][CH3:4])[c:5]1[cH:6][cH:7][c:8]([C:9](=[O:10])[O:14][c:15]2[cH:16][cH:17][c:18]([CH:19]=[O:20])[cH:21][cH:22]2)[cH:12][cH:13]1.